From a dataset of the Open Reaction Database (ORD), a public repository of structured organic reaction records. describe an organic reaction: reactants, conditions, products, and yield The reactants are ClC1=NC(=NC2=C1OCC(N2)=O)\C=C\C2=CC=CC=C2 (4-chloro-2-[(E)-2-phenylethenyl]-6H-pyrimido[5,4-b][1,4]oxazin-7(8H)-one), NaIO4, O1CCOCC1 (1,4-dioxane). Reagents/catalysts: O=[Os](=O)(=O)=O (OsO4). The solvent is O (water). Reaction conditions: time 5 hour. Yields the product ClC=1N=C(NC=2C1OCC(N2)=O)C=O (4-Chloro-7-oxo-6,7-dihydro-1H-pyrimido[5,4-b][1,4]oxazine-2-carbaldehyde). Isolated yield 84.0%. As a reaction SMILES: [Cl:1][C:2]1[C:7]2[O:8][CH2:9][C:10](=[O:12])[NH:11][C:6]=2[N:5]=[C:4](/[CH:13]=C/C2C=CC=CC=2)[N:3]=1.[O:21]1CCOCC1>O.O=[Os](=O)(=O)=O>[Cl:1][C:2]1[N:3]=[C:4]([CH:13]=[O:21])[NH:5][C:6]2[C:7]=1[O:8][CH2:9][C:10](=[O:12])[N:11]=2. Reported procedure: To a solution of 4-chloro-2-[(E)-2-phenylethenyl]-6H-pyrimido[5,4-b][1,4]oxazin-7(8H)-one (0.45 g, 1.16 mmol) in 1,4-dioxane (25 mL) and water (10 mL) was added NaIO4 (1.26 g, 4.4 mmol) along with a catalytic amount of OsO4 (0.36 mL, 4 wt. % in water). The resulting mixture was stirred at room temperature for 5 h. The solvent was evaporated under reduced pressure and the residue was extracted with 10% methanol in DCM (3×50 ml). The organic extracts were combined, dried over anhydrous MgSO4, filt... Reactants: [K+], [K+], O=C([O-])[O-], CN(C)C=O, O, Nc1ncc(-c2ccc(C3(c4noc(-c5cn[nH]c5)n4)CCC3)cc2)cn1. Product: CN(C)C(=O)Cn1cc(-c2nc(C3(c4ccc(-c5cnc(N)nc5)cc4)CCC3)no2)cn1. Reaction SMILES: [K+:28].[K+:29].[O-:30][C:31]([O-:32])=[O:33].[O:34]=[CH:35][N:36]([CH3:37])[CH3:38].[OH2:39].[nH:1]1[n:2][cH:3][c:4](-[c:6]2[n:7][c:8]([C:11]3([c:15]4[cH:16][cH:17][c:18](-[c:21]5[cH:22][n:23][c:24]([NH2:27])[n:25][cH:26]5)[cH:19][cH:20]4)[CH2:12][CH2:13][CH2:14]3)[n:9][o:10]2)[cH:5]1>>[n:1]1[n:2]([CH2:31][C:35](=[O:34])[N:36]([CH3:37])[CH3:38])[cH:3][c:4](-[c:6]2[n:7][c:8]([C:11]3([c:15]4[cH:16][cH:17][c:18](-[c:21]5[cH:22][n:23][c:24]([NH2:27])[n:25][cH:26]5)[cH:19][cH:20]4)[CH2:12][CH2:13][CH2:14]3)[n:9][o:10]2)[cH:5]1. The reactants are Cl.C1(NC=CC=2CNCCC12)=O (5,6,7,8-tetrahydro-2H-2,6-naphthyridin-1-one hydrochloride). Reagents/catalysts: [Pt]=O (platinum oxide). Solvent: C(C)(=O)O (acetic acid). Product: C1(NCCC2CNCCC12)=O (3,4,4a,5,6,7,8,8a-octahydro-2H-2,6-naphthyridin-1-one). RXN SMILES: Cl.[C:2]1(=[O:12])[C:11]2[CH2:10][CH2:9][NH:8][CH2:7][C:6]=2[CH:5]=[CH:4][NH:3]1>[Pt]=O.C(O)(=O)C>[C:2]1(=[O:12])[CH:11]2[CH:6]([CH2:7][NH:8][CH2:9][CH2:10]2)[CH2:5][CH2:4][NH:3]1 |f:0.1|. Procedure details: 5,6,7,8-tetrahydro-2H-2,6-naphthyridin-1-one hydrochloride (250 mg, 1.339 mmol), platinum oxide (100 mg) and glacial acetic acid (10 mL) are stirred under hydrogen (5 bar) at r.t. for 24 h. Reactants: CC(C)(C)c1ccc2c(O)c(-c3ccccc3)sc2n1, CC(=O)[O-], CC(=O)OC(C)=O, [Na+]. Yields the product CC(=O)Oc1c(-c2ccccc2)sc2nc(C(C)(C)C)ccc12. RXN SMILES: [CH3:1][C:2]([CH3:3])([CH3:4])[c:5]1[cH:6][cH:7][c:8]2[c:9]([s:10][c:11](-[c:14]3[cH:15][cH:16][cH:17][cH:18][cH:19]3)[c:12]2[OH:13])[n:20]1.[CH3:22][C:23]([O-:24])=[O:25].[CH3:26][C:27]([O:28][C:29](=[O:30])[CH3:31])=[O:32].[Na+:21]>>[CH3:1][C:2]([CH3:3])([CH3:4])[c:5]1[cH:6][cH:7][c:8]2[c:9]([s:10][c:11](-[c:14]3[cH:15][cH:16][cH:17][cH:18][cH:19]3)[c:12]2[O:13][C:23]([CH3:22])=[O:24])[n:20]1. Solvent: C(Cl)Cl (CH2Cl2). Isolated yield 86.0%. The reactants are BrCC(=O)OC (methyl bromoacetate), C(C1=CC=CC=C1)N (benzylamine). Procedure: In scheme 6 b), methyl bromoacetate 22 is treated with benzylamine in CH2Cl2 at room temperature for 16 h. The N-benzylglycine methyl ester derivative 23 was obtained in 86% yield. This intermediate can be either acylated with a carboxylic acid derivative and DCC in THF or sulfonated with an appropriate sulfonyl chloride and triethylamine in CH2Cl2 to give derivative 24 or 25 as desired in good to excellent yields. Product: COC(CNCC1=CC=CC=C1)=O (N-benzylglycine methyl ester). RXN SMILES: Br[CH2:2][C:3]([O:5][CH3:6])=[O:4].[CH2:7]([NH2:14])[C:8]1[CH:13]=[CH:12][CH:11]=[CH:10][CH:9]=1>C(Cl)Cl>[CH3:6][O:5][C:3](=[O:4])[CH2:2][NH:14][CH2:7][C:8]1[CH:13]=[CH:12][CH:11]=[CH:10][CH:9]=1. The reactants are Nc1ccc(OC(F)(F)F)cc1, N, O, O=[N+]([O-])O, O=S(=O)(O)O. Yields the product Nc1ccc(OC(F)(F)F)c([N+](=O)[O-])c1. Reaction SMILES: [F:1][C:2]([O:3][c:4]1[cH:5][cH:6][c:7]([NH2:8])[cH:9][cH:10]1)([F:11])[F:12].[NH3:18].[OH2:17].[OH:13][N+:14]([O-:15])=[O:16].[S:19](=[O:20])(=[O:21])([OH:22])[OH:23]>>[F:1][C:2]([O:3][c:4]1[c:5]([N+:14](=[O:13])[O-:15])[cH:6][c:7]([NH2:8])[cH:9][cH:10]1)([F:11])[F:12]. Starting materials: C(C1=CC=CC=C1)OC(=O)NC=1C=C2C=C(N=NC2=CC1)C(=O)OCC (ethyl 6-(benzyloxycarbonylamino)-cinnolin-3-yl carboxylate), [H][H] (hydrogen). Reagents/catalysts: [Pd] (Palladium on charcoal). Run in C(C)O (ethanol). Run at time 24 hour. The product is NC=1C=C2C=C(N=NC2=CC1)C(=O)OCC (ethyl 6-aminocinnolin-3-yl carboxylate). RXN SMILES: C(OC([NH:11][C:12]1[CH:13]=[C:14]2[C:19](=[CH:20][CH:21]=1)[N:18]=[N:17][C:16]([C:22]([O:24][CH2:25][CH3:26])=[O:23])=[CH:15]2)=O)C1C=CC=CC=1.[H][H]>[Pd].C(O)C>[NH2:11][C:12]1[CH:13]=[C:14]2[C:19](=[CH:20][CH:21]=1)[N:18]=[N:17][C:16]([C:22]([O:24][CH2:25][CH3:26])=[O:23])=[CH:15]2. Procedure details: Palladium on charcoal catalyst (30% w/w; 100 mg.) was added to a solution of ethyl 6-(benzyloxycarbonylamino)-cinnolin-3-yl carboxylate (1 g.) in dry ethanol (25 ml.). The solution was shaken in an atmosphere of hydrogen at room temperature and atmospheric pressure for 24 hours. The mixture was filtered and the filtrate evaporated in vacuo to give, as solid residue, ethyl 6-aminocinnolin-3-yl carboxylate.